This data is from the Open Reaction Database (ORD), a public repository of structured organic reaction records. The task is: describe an organic reaction: reactants, conditions, products, and yield Starting materials: O=C([O-])[O-], Cc1csc(B(O)O)c1, CCOC(C)=O, CCCCCC, CC#N, Cc1c(C(=O)O)ccc(S(C)(=O)=O)c1I, [K+], [K+], [Na+], [OH-], O, [Pd], Cc1ccccc1P(c1ccccc1C)c1ccccc1C. Product: Cc1csc(-c2c(S(C)(=O)=O)ccc(C(=O)O)c2C)c1. Reaction SMILES: [C:25](=[O:26])([O-:27])[O-:28].[CH3:16][c:17]1[cH:18][c:19]([B:22]([OH:23])[OH:24])[s:20][cH:21]1.[CH3:55][CH2:56][O:57][C:58](=[O:59])[CH3:60].[CH3:62][CH2:63][CH2:64][CH2:65][CH2:66][CH3:67].[CH3:69][C:70]#[N:71].[I:1][c:2]1[c:3]([CH3:15])[c:4]([C:5](=[O:6])[OH:7])[cH:8][cH:9][c:10]1[S:11](=[O:12])(=[O:13])[CH3:14].[K+:29].[K+:30].[Na+:54].[OH-:53].[OH2:68].[Pd:61].[c:31]1([CH3:32])[cH:33][cH:34][cH:35][cH:36][c:37]1[P:38]([c:39]1[cH:40][cH:41][cH:42][cH:43][c:44]1[CH3:45])[c:46]1[cH:47][cH:48][cH:49][cH:50][c:51]1[CH3:52]>>[c:2]1(-[c:19]2[cH:18][c:17]([CH3:16])[cH:21][s:20]2)[c:3]([CH3:15])[c:4]([C:5](=[O:6])[OH:7])[cH:8][cH:9][c:10]1[S:11](=[O:12])(=[O:13])[CH3:14]. Reactants: [Br-], COc1ccc(N2CCNCC2)c(OC)c1, O=C(Cl)Oc1ccc(Oc2ccc(C(F)(F)F)cn2)cc1, [K+]. Yields the product COc1ccc(N2CCN(C(=O)Oc3ccc(Oc4ccc(C(F)(F)F)cn4)cc3)CC2)c(OC)c1. Reaction SMILES: [Br-:38].[CH3:22][O:23][c:24]1[c:25]([N:32]2[CH2:33][CH2:34][NH:35][CH2:36][CH2:37]2)[cH:26][cH:27][c:28]([O:30][CH3:31])[cH:29]1.[Cl:1][C:2](=[O:3])[O:4][c:5]1[cH:6][cH:7][c:8]([O:11][c:12]2[n:13][cH:14][c:15]([C:18]([F:19])([F:20])[F:21])[cH:16][cH:17]2)[cH:9][cH:10]1.[K+:39]>>[C:2](=[O:3])([O:4][c:5]1[cH:6][cH:7][c:8]([O:11][c:12]2[n:13][cH:14][c:15]([C:18]([F:19])([F:20])[F:21])[cH:16][cH:17]2)[cH:9][cH:10]1)[N:35]1[CH2:34][CH2:33][N:32]([c:25]2[c:24]([O:23][CH3:22])[cH:29][c:28]([O:30][CH3:31])[cH:27][cH:26]2)[CH2:37][CH2:36]1.